Dataset: the Open Reaction Database (ORD), a public repository of structured organic reaction records. Task: describe an organic reaction: reactants, conditions, products, and yield The reactants are O=C([O-])[O-], CS(C)=O, Clc1ccc(Cl)nn1, [K+], [K+], [Na+], [OH-], Oc1ccccc1O. Yields the product Oc1ccccc1Oc1ccc(Cl)nn1. Reaction SMILES: [C:17](=[O:18])([O-:19])[O-:20].[CH3:25][S:26](=[O:27])[CH3:28].[Cl:1][c:2]1[n:3][n:4][c:5]([Cl:8])[cH:6][cH:7]1.[K+:21].[K+:22].[Na+:24].[OH-:23].[OH:9][c:10]1[cH:11][cH:12][cH:13][cH:14][c:15]1[OH:16]>>[Cl:1][c:2]1[n:3][n:4][c:5]([O:9][c:10]2[cH:11][cH:12][cH:13][cH:14][c:15]2[OH:16])[cH:6][cH:7]1. Reactants: C(=O)(O)CCCOC=1C=C(CNC2=NC3=C(N2[C@H]2[C@H](O)[C@H](O)[C@H](O2)CO)C=CC=C3)C=CC1C1=CC=CC=C1 (2-[3-(3-Carboxypropoxy)-4-phenylbenzylamino]-1-(β-D-ribofuranosyl)-1H-benzimidazole), Cl.C(C)N=C=NCCCN(C)C (1-ethyl-3-(3-dimethylaminopropyl)carbodiimide hydrochloride), Cl.NCC(=O)N (glycinamide hydrochloride), ON1N=NC2=C1C=CC=C2 (1-hydroxybenzotriazole). Solvent: CN(C=O)C (N,N-dimethylformamide), C(C)N(CC)CC (triethylamine). Run at time 17 hour. The product is C(N)(=O)CNC(=O)CCCOC=1C=C(CNC2=NC3=C(N2[C@H]2[C@H](O)[C@H](O)[C@H](O2)CO)C=CC=C3)C=CC1C1=CC=CC=C1 (2-{3-[3-(Carbamoylmethylcarbamoyl)propoxy]-4-phenylbenzylamino}-1-(β-D-ribofuranosyl)-1H-benzimidazole). Isolated yield 41.6%. As a reaction SMILES: [C:1]([CH2:4][CH2:5][CH2:6][O:7][C:8]1[CH:9]=[C:10]([CH:31]=[CH:32][C:33]=1[C:34]1[CH:39]=[CH:38][CH:37]=[CH:36][CH:35]=1)[CH2:11][NH:12][C:13]1[N:17]([C@@H:18]2[O:24][C@H:23]([CH2:25][OH:26])[C@@H:21]([OH:22])[C@H:19]2[OH:20])[C:16]2[CH:27]=[CH:28][CH:29]=[CH:30][C:15]=2[N:14]=1)(O)=[O:2].Cl.[NH2:41][CH2:42][C:43]([NH2:45])=[O:44].ON1C2C=CC=CC=2N=N1.Cl.C(N=C=NCCCN(C)C)C>CN(C)C=O.C(N(CC)CC)C>[C:43]([CH2:42][NH:41][C:1]([CH2:4][CH2:5][CH2:6][O:7][C:8]1[CH:9]=[C:10]([CH:31]=[CH:32][C:33]=1[C:34]1[CH:39]=[CH:38][CH:37]=[CH:36][CH:35]=1)[CH2:11][NH:12][C:13]1[N:17]([C@@H:18]2[O:24][C@H:23]([CH2:25][OH:26])[C@@H:21]([OH:22])[C@H:19]2[OH:20])[C:16]2[CH:27]=[CH:28][CH:29]=[CH:30][C:15]=2[N:14]=1)=[O:2])(=[O:44])[NH2:45] |f:1.2,4.5|. Procedure details: 2-[3-(3-Carboxypropoxy)-4-phenylbenzylamino]-1-(β-D-ribofuranosyl)-1H-benzimidazole (50 mg), glycinamide hydrochloride (17 mg), 1-hydroxybenzotriazole (29 mg) and triethylamine (47 mg) were suspended in N,N-dimethylformamide (2 mL) at room temperature. To the mixture was added 1-ethyl-3-(3-dimethylaminopropyl)carbodiimide hydrochloride (36 mg), and the mixture was stirred at room temperature for 17 hours. The reaction mixture was concentrated under reduced pressure, and the obtained residue was ...